This data is from the Open Reaction Database (ORD), a public repository of structured organic reaction records. The task is: describe an organic reaction: reactants, conditions, products, and yield RXN SMILES: [CH2:1]([O:5][CH2:6][CH2:7][O:8][C:9]1[CH:14]=[CH:13][C:12]([C:15]2[CH:16]=[CH:17][C:18]3[N:24]([CH2:25][CH2:26][CH3:27])[CH2:23][CH2:22][C:21]([C:28]([NH:30][C:31]4[CH:32]=[N:33][C:34]([S:37][CH2:38][C:39]5[N:40]([CH2:44][CH2:45][CH3:46])[CH:41]=[CH:42][N:43]=5)=[CH:35][CH:36]=4)=[O:29])=[CH:20][C:19]=3[CH:47]=2)=[CH:11][CH:10]=1)[CH2:2][CH2:3][CH3:4].ClC1C=CC=C(C(OO)=[O:56])C=1.S([O-])([O-])(=O)=S.[Na+].[Na+]>C(Cl)Cl>[CH2:1]([O:5][CH2:6][CH2:7][O:8][C:9]1[CH:14]=[CH:13][C:12]([C:15]2[CH:16]=[CH:17][C:18]3[N:24]([CH2:25][CH2:26][CH3:27])[CH2:23][CH2:22][C:21]([C:28]([NH:30][C:31]4[CH:32]=[N:33][C:34]([S:37]([CH2:38][C:39]5[N:40]([CH2:44][CH2:45][CH3:46])[CH:41]=[CH:42][N:43]=5)=[O:56])=[CH:35][CH:36]=4)=[O:29])=[CH:20][C:19]=3[CH:47]=2)=[CH:11][CH:10]=1)[CH2:2][CH2:3][CH3:4] |f:2.3.4|. Reaction conditions: time 15 minute. Solvent: C(Cl)Cl (methylene chloride), C(Cl)Cl (methylene chloride). Product: C(CCC)OCCOC1=CC=C(C=C1)C=1C=CC2=C(C=C(CCN2CCC)C(=O)NC=2C=NC(=CC2)S(=O)CC=2N(C=CN2)CCC)C1 (7-[4-(2-butoxyethoxy)phenyl]-1-propyl-N-[6-[[(1-propylimidazol-2-yl)methyl]sulfinyl]-3-pyridinyl]-2,3-dihydro-1-benzazepine-4-carboxamide). Isolated yield 44.6%. Reactants: ClC1=CC(=CC=C1)C(=O)OO (m-chloroperbenzoic acid), C(CCC)OCCOC1=CC=C(C=C1)C=1C=CC2=C(C=C(CCN2CCC)C(=O)NC=2C=NC(=CC2)SCC=2N(C=CN2)CCC)C1 (7-[4-(2-butoxyethoxy)phenyl]-1-propyl-N-[6-[[(1-propylimidazol-2-yl)methyl]sulfanyl]-3-pyridinyl]-2,3-dihydro-1-benzazepine-4-carboxamide), S(=S)(=O)([O-])[O-].[Na+].[Na+] (sodium thiosulfate). Procedure details: 7-[4-(2-butoxyethoxy)phenyl]-1-propyl-N-[6-[[(1-propylimidazol-2-yl)methyl]sulfanyl]-3-pyridinyl]-2,3-dihydro-1-benzazepine-4-carboxamide (0.70 g) was dissolved in methylene chloride (21 ml), and a solution of m-chloroperbenzoic acid (0.28 g) in methylene chloride (14 ml) was added dropwise to the solution at −78° C. The mixture was stirred for 15 minutes, and an aqueous solution of saturated sodium thiosulfate was added to the mixture. The mixture was extracted with ethyl acetate, washed with s...